Task: describe an organic reaction: reactants, conditions, products, and yield. Dataset: the Open Reaction Database (ORD), a public repository of structured organic reaction records Reactants: CI, CO, [Na+], [OH-], COC(=O)C1=C(O)c2c(c3cc(OC)ccc3n2C)S(=O)(=O)N1. The product is COC(=O)C1=C(O)c2c(c3cc(OC)ccc3n2C)S(=O)(=O)N1C. Reaction SMILES: [CH3:26][I:27].[CH3:28][OH:29].[Na+:25].[OH-:24].[OH:1][C:2]1=[C:3]([C:20](=[O:21])[O:22][CH3:23])[NH:4][S:5](=[O:18])(=[O:19])[c:6]2[c:7]1[n:8]([CH3:17])[c:9]1[cH:10][cH:11][c:12]([O:15][CH3:16])[cH:13][c:14]21>>[OH:1][C:2]1=[C:3]([C:20](=[O:21])[O:22][CH3:23])[N:4]([CH3:26])[S:5](=[O:18])(=[O:19])[c:6]2[c:7]1[n:8]([CH3:17])[c:9]1[cH:10][cH:11][c:12]([O:15][CH3:16])[cH:13][c:14]21. The reactants are C1CNCCN1, CC(C)O, Clc1nccnc1OC1CCN(c2ccc3ccccc3n2)CC1, [K+], [K+], O=C([O-])[O-], O. The product is c1ccc2nc(N3CCC(Oc4nccnc4N4CCNCC4)CC3)ccc2c1. RXN SMILES: [CH2:25]1[CH2:26][NH:27][CH2:28][CH2:29][NH:30]1.[CH:37]([OH:38])([CH3:39])[CH3:40].[Cl:1][c:2]1[c:3]([O:8][CH:9]2[CH2:10][CH2:11][N:12]([c:15]3[n:16][c:17]4[cH:18][cH:19][cH:20][cH:21][c:22]4[cH:23][cH:24]3)[CH2:13][CH2:14]2)[n:4][cH:5][cH:6][n:7]1.[K+:31].[K+:32].[O-:33][C:34]([O-:35])=[O:36].[OH2:41]>>[c:2]1([N:27]2[CH2:26][CH2:25][NH:30][CH2:29][CH2:28]2)[c:3]([O:8][CH:9]2[CH2:10][CH2:11][N:12]([c:15]3[n:16][c:17]4[cH:18][cH:19][cH:20][cH:21][c:22]4[cH:23][cH:24]3)[CH2:13][CH2:14]2)[n:4][cH:5][cH:6][n:7]1.